describe an organic reaction: reactants, conditions, products, and yield From a dataset of the Open Reaction Database (ORD), a public repository of structured organic reaction records. As a reaction SMILES: [C:27](#[N:28])[c:29]1[cH:30][cH:31][c:32]([C:33](=[O:34])[Cl:35])[cH:36][cH:37]1.[Cl:38][CH2:39][Cl:40].[O:1]1[CH2:2][CH2:3][O:4][c:5]2[c:6]1[cH:7][cH:8][cH:9][c:10]2[N:11]1[CH2:12][CH2:13][N:14]([CH:17]([CH2:18][NH:19][c:20]2[n:21][cH:22][cH:23][cH:24][cH:25]2)[CH3:26])[CH2:15][CH2:16]1>>[O:1]1[CH2:2][CH2:3][O:4][c:5]2[c:6]1[cH:7][cH:8][cH:9][c:10]2[N:11]1[CH2:12][CH2:13][N:14]([CH:17]([CH2:18][N:19]([c:20]2[n:21][cH:22][cH:23][cH:24][cH:25]2)[C:33]([c:32]2[cH:31][cH:30][c:29]([C:27]#[N:28])[cH:37][cH:36]2)=[O:34])[CH3:26])[CH2:15][CH2:16]1. Product: CC(CN(C(=O)c1ccc(C#N)cc1)c1ccccn1)N1CCN(c2cccc3c2OCCO3)CC1. Starting materials: N#Cc1ccc(C(=O)Cl)cc1, ClCCl, CC(CNc1ccccn1)N1CCN(c2cccc3c2OCCO3)CC1.